This data is from the Open Reaction Database (ORD), a public repository of structured organic reaction records. The task is: describe an organic reaction: reactants, conditions, products, and yield Reactants: C(C)OC(CCCOC1=C(C(=CC=C1)CCCCCCOC1=CC(=CC(=C1)C1=NC=NC=C1)C1=CC2=C(OCO2)C=C1)CCC(=O)OCC)=O (4-{3-[6-(3-benzo[1,3]dioxol-5-yl-5-pyrimidin-4-yl-phenoxy)-hexyl]-2-(2-ethoxycarbonyl-ethyl)-phenoxy}-butyric acid ethyl ester), [OH-].[Na+] (sodium hydroxide). Yields the product O1COC2=C1C=CC(=C2)C=2C=C(OCCCCCCC=1C(=C(OCCCC(=O)O)C=CC1)CCC(=O)O)C=C(C2)C2=NC=NC=C2 (4-{3-[6-(3-benzo[1,3]dioxol-5-yl-5-pyrimidin-4-yl-phenoxy)-hexyl]-2-(2-carboxy-ethyl)-phenoxy}-butyric acid). The yield is 25.3%. Reaction SMILES: C([O:3][C:4](=[O:50])[CH2:5][CH2:6][CH2:7][O:8][C:9]1[CH:14]=[CH:13][CH:12]=[C:11]([CH2:15][CH2:16][CH2:17][CH2:18][CH2:19][CH2:20][O:21][C:22]2[CH:27]=[C:26]([C:28]3[CH:33]=[CH:32][N:31]=[CH:30][N:29]=3)[CH:25]=[C:24]([C:34]3[CH:42]=[CH:41][C:37]4[O:38][CH2:39][O:40][C:36]=4[CH:35]=3)[CH:23]=2)[C:10]=1[CH2:43][CH2:44][C:45]([O:47]CC)=[O:46])C.[OH-].[Na+]>>[O:38]1[C:37]2[CH:41]=[CH:42][C:34]([C:24]3[CH:23]=[C:22]([CH:27]=[C:26]([C:28]4[CH:33]=[CH:32][N:31]=[CH:30][N:29]=4)[CH:25]=3)[O:21][CH2:20][CH2:19][CH2:18][CH2:17][CH2:16][CH2:15][C:11]3[C:10]([CH2:43][CH2:44][C:45]([OH:47])=[O:46])=[C:9]([CH:14]=[CH:13][CH:12]=3)[O:8][CH2:7][CH2:6][CH2:5][C:4]([OH:50])=[O:3])=[CH:35][C:36]=2[O:40][CH2:39]1 |f:1.2|. Procedure: A similar procedure as described in Example 12, step 9 was used, starting from 4-{3-[6-(3-benzo[1,3]dioxol-5-yl-5-pyrimidin-4-yl-phenoxy)-hexyl]-2-(2-ethoxycarbonyl-ethyl)-phenoxy}-butyric acid ethyl ester (26 mg, 0.12 mmol) and 1.0 N aqueous sodium hydroxide (3 mL) to afford 4-{3-[6-(3-benzo[1,3]dioxol-5-yl-5-pyrimidin-4-yl-phenoxy)-hexyl]-2-(2-carboxy-ethyl)-phenoxy}-butyric acid (19 mg, 79%) as an amorphous light yellow solid: ES(+)-HRMS m/e calculated for C36H38N2O8 (M+H)+ 627.2701, found 62...